Dataset: the Open Reaction Database (ORD), a public repository of structured organic reaction records. Task: describe an organic reaction: reactants, conditions, products, and yield Reactants: C(CCC)OC(=O)C=1C(=C2C(=C(N1)C#C[Si](C)(C)C)SN=C2C)O (4-hydroxy-3-methyl-7-trimethylsilanylethynyl-isothiazolo[5,4-c]pyridine-5-carboxylic acid butyl ester), NCC(=O)O (glycine). Product: C(#C)C=1N=C(C(=C2C1SN=C2C)O)C(=O)NCC(=O)O ([(7-Ethynyl-4-hydroxy-3-methyl-isothiazolo[5,4-c]pyridine-5-carbonyl)-amino]-acetic acid). Reaction SMILES: C(O[C:6]([C:8]1[C:9]([OH:24])=[C:10]2[C:22]([CH3:23])=[N:21][S:20][C:11]2=[C:12]([C:14]#[C:15][Si](C)(C)C)[N:13]=1)=[O:7])CCC.[NH2:25][CH2:26][C:27]([OH:29])=[O:28]>>[C:14]([C:12]1[N:13]=[C:8]([C:6]([NH:25][CH2:26][C:27]([OH:29])=[O:28])=[O:7])[C:9]([OH:24])=[C:10]2[C:22]([CH3:23])=[N:21][S:20][C:11]=12)#[CH:15]. Reported procedure: The title compound was synthesized in analogy Example 1 from 4-hydroxy-3-methyl-7-trimethylsilanylethynyl-isothiazolo[5,4-c]pyridine-5-carboxylic acid butyl ester and glycine: MS (m/z) 290.1 (M−1). Reactants: FC1=C(C=CC(=C1)I)NC1=C(NC2=C1C=NC=C2)C(=O)N2C[C@@H](CC2)O ([3-(2-fluoro-4-iodo-phenylamino)-1H-pyrrolo[3,2-c]pyridin-2-yl]-((R)-3-hydroxy-pyrrolidin-1-yl)-methanone), Cl.N1CC(C1)O (azetidin-3-ol hydrochloride). Product: FC1=C(C=CC(=C1)I)NC1=C(NC2=C1C=NC=C2)C(=O)N2CC(C2)O ([3-(2-Fluoro-4-iodo-phenylamino)-1H-pyrrolo[3,2-c]pyridin-2-yl]-(3-hydroxy-azetidin-1-yl)-methanone). RXN SMILES: [F:1][C:2]1[CH:7]=[C:6]([I:8])[CH:5]=[CH:4][C:3]=1[NH:9][C:10]1[C:14]2[CH:15]=[N:16][CH:17]=[CH:18][C:13]=2[NH:12][C:11]=1[C:19]([N:21]1C[CH2:24][C@@H:23]([OH:26])[CH2:22]1)=[O:20].Cl.N1CC(O)C1>>[F:1][C:2]1[CH:7]=[C:6]([I:8])[CH:5]=[CH:4][C:3]=1[NH:9][C:10]1[C:14]2[CH:15]=[N:16][CH:17]=[CH:18][C:13]=2[NH:12][C:11]=1[C:19]([N:21]1[CH2:24][CH:23]([OH:26])[CH2:22]1)=[O:20] |f:1.2|. Procedure: The title compound was prepared in an analogous fashion to [3-(2-fluoro-4-iodo-phenylamino)-1H-pyrrolo[3,2-c]pyridin-2-yl]-((R)-3-hydroxy-pyrrolidin-1-yl)-methanone, replacing (R)-pyrrolidin-3-ol hydrochloride with azetidin-3-ol hydrochloride. 1H-NMR (400 MHz, MeOD) 6 ppm 8.84 (s, 1H), 8.34 (d, J=6.55 Hz, 1H), 7.77 (d, J=6.58 Hz, 1H), 7.50 (dd, J=10.88 Hz, 1H), 7.29 (d, J=8.54 Hz, 1H), 6.62 (t, J=8.83 Hz, 1H), 4.60-4.52 (m, 1H), 4.50-4.31 (m, 2H), 4.19-3.82 (m, 2H); LC-MS (method E): [M+H]+=453.... Reactants: C[Mg]Br.C1CCOC1 (methyl magnesium bromide THF), C(C)C1=NN2C(C(=CC=C2C=O)C2(OCCO2)CC)=C1 (2-ethyl-4-(2-ethyl-[1,3]dioxolane-2-yl)-7-formyl-pyrazolo[1,5-a]pyridine), [Cl-].[NH4+] (ammonium chloride). Run in C1CCOC1 (THF). Run at time 3.5 hour. Yields the product C(C)C1=NN2C(C(=CC=C2C(C)O)C2(OCCO2)CC)=C1 (2-ethyl-4-(2-ethyl-[1,3]dioxolane-2-yl)-7-(1-hydroxyethyl)-pyrazolo[1,5-a]pyridine). Reaction SMILES: [CH2:1]([C:3]1[CH:20]=[C:6]2[C:7]([C:13]3([CH2:18][CH3:19])[O:17][CH2:16][CH2:15][O:14]3)=[CH:8][CH:9]=[C:10]([CH:11]=[O:12])[N:5]2[N:4]=1)[CH3:2].[CH3:21][Mg]Br.C1COCC1.[Cl-].[NH4+]>C1COCC1>[CH2:1]([C:3]1[CH:20]=[C:6]2[C:7]([C:13]3([CH2:18][CH3:19])[O:14][CH2:15][CH2:16][O:17]3)=[CH:8][CH:9]=[C:10]([CH:11]([OH:12])[CH3:21])[N:5]2[N:4]=1)[CH3:2] |f:1.2,3.4|. Procedure: The compound of Example 152 (321 mg) was dissolved in THF (12.0 mL) in an argon atmosphere. While the solution was kept at −78° C., 0.90 mol/L methyl magnesium bromide/THF solution (1.70 mL) was added dropwise and the mixture was stirred for 3.5 hours as it was allowed to gradually warm to room temperature. Subsequently, a saturated aqueous solution of ammonium chloride was added and the mixture was extracted with ethyl acetate. The organic layer was washed sequentially with water and saturated ... Reactants: NC(=O)N (urea), [C@@H]1([C@@H](O)[C@H](O)[C@H](O1)CO)N1C=NC=2C(=NC=CC21)N (1-β-D-arabinofuranosyl-1H-imidazo[4,5-c]pyridin-4-amine), C(C)(=O)O (acetic acid), N(=O)[O-].[Na+] (sodium nitrite). The solvent is O (water). The product is [C@@H]1([C@@H](O)[C@H](O)[C@H](O1)CO)N1C=NC=2C(NC=CC21)=O (1-β-D-arabinofuranosyl-1,5-dihydro-4H-imidazo[4,5-c]pyridin-4-one). Reaction SMILES: [C@@H:1]1([N:10]2[C:18]3[CH:17]=[CH:16][N:15]=[C:14](N)[C:13]=3[N:12]=[CH:11]2)[O:7][C@H:6]([CH2:8][OH:9])[C@@H:4]([OH:5])[C@@H:2]1[OH:3].C(O)(=[O:22])C.N([O-])=O.[Na+].NC(N)=O>O>[C@@H:1]1([N:10]2[C:18]3[CH:17]=[CH:16][NH:15][C:14](=[O:22])[C:13]=3[N:12]=[CH:11]2)[O:7][C@H:6]([CH2:8][OH:9])[C@@H:4]([OH:5])[C@@H:2]1[OH:3] |f:2.3|. Reported procedure: A solution of 1.5 g of 1-β-D-arabinofuranosyl-1H-imidazo[4,5-c]pyridin-4-amine, 6 ml of acetic acid, 150 ml of water, and 2.67 g of sodium nitrite is kept at ambient temperature for 8 hours, treated with 2.4 g of urea, and then with 50 ml of wet Dowex 50 1×8 (H+), and concentrated to dryness in vacuo. The residue is coevaporated several times with xylenes and then recrystallized from water to provide 1-β-D-arabinofuranosyl-1,5-dihydro-4H-imidazo[4,5-c]pyridin-4-one. Starting materials: N1C=CC2=CC=CC=C12 (indole), BrCC(=O)OC (methyl bromoacetate). Product: COC(CN1C=CC2=CC=CC=C12)=O (Indole-1-acetic acid methyl ester). Reaction SMILES: [NH:1]1[C:9]2[C:4](=[CH:5][CH:6]=[CH:7][CH:8]=2)[CH:3]=[CH:2]1.Br[CH2:11][C:12]([O:14][CH3:15])=[O:13]>>[CH3:15][O:14][C:12](=[O:13])[CH2:11][N:1]1[C:9]2[C:4](=[CH:5][CH:6]=[CH:7][CH:8]=2)[CH:3]=[CH:2]1. Reported procedure: This compound was prepared from indole and methyl bromoacetate by the method described in Example 10, part i. The reaction mixture was worked up by concentrating in vacuo, diluting with water and extracting with ethyl acetate (3x). The combined extracts were washed with water (3x) and brine, dried and evaporated to an oil. The residue was purified by chromatography on flash silica eluting with petroleum spirit 40°-60° C.--diethyl ether (5:1, 2:1) to give the product. The reactants are CC(C)(C)c1ccc(CN(CCO)C(=O)c2cccc3cc[nH]c23)cc1, CCOC(=O)N=NC(=O)OCC, C1CCOC1, Oc1ccc(F)cc1, c1ccc(P(c2ccccc2)c2ccccc2)cc1. The product is CC(C)(C)c1ccc(CN(CCOc2ccc(F)cc2)C(=O)c2cccc3cc[nH]c23)cc1. RXN SMILES: [C:1]([CH3:2])([CH3:3])([CH3:4])[c:5]1[cH:6][cH:7][c:8]([CH2:9][N:10]([C:11](=[O:12])[c:13]2[cH:14][cH:15][cH:16][c:17]3[cH:18][cH:19][nH:20][c:21]23)[CH2:22][CH2:23][OH:24])[cH:25][cH:26]1.[CH2:54]([O:55][C:56]([N:57]=[N:58][C:59]([O:60][CH2:61][CH3:62])=[O:63])=[O:64])[CH3:65].[CH2:66]1[O:67][CH2:68][CH2:69][CH2:70]1.[F:27][c:28]1[cH:29][cH:30][c:31]([OH:34])[cH:32][cH:33]1.[c:35]1([P:36]([c:37]2[cH:38][cH:39][cH:40][cH:41][cH:42]2)[c:43]2[cH:44][cH:45][cH:46][cH:47][cH:48]2)[cH:49][cH:50][cH:51][cH:52][cH:53]1>>[C:1]([CH3:2])([CH3:3])([CH3:4])[c:5]1[cH:6][cH:7][c:8]([CH2:9][N:10]([C:11](=[O:12])[c:13]2[cH:14][cH:15][cH:16][c:17]3[cH:18][cH:19][nH:20][c:21]23)[CH2:22][CH2:23][O:24][c:31]2[cH:30][cH:29][c:28]([F:27])[cH:33][cH:32]2)[cH:25][cH:26]1. The reactants are COc1cc2ncnc(Nc3nc4ccc(N)cc4s3)c2cc1OC, O=C=Nc1cccc(C(F)(F)F)c1, O. Product: COc1cc2ncnc(Nc3nc4ccc(NC(=O)Nc5cccc(C(F)(F)F)c5)cc4s3)c2cc1OC. Reaction SMILES: [CH3:14][O:15][c:16]1[cH:17][c:18]2[c:19]([NH:28][c:29]3[s:30][c:31]4[c:32]([n:33]3)[cH:34][cH:35][c:36]([NH2:38])[cH:37]4)[n:20][cH:21][n:22][c:23]2[cH:24][c:25]1[O:26][CH3:27].[F:1][C:2]([c:3]1[cH:4][c:5]([N:9]=[C:10]=[O:11])[cH:6][cH:7][cH:8]1)([F:12])[F:13].[OH2:39]>>[F:1][C:2]([c:3]1[cH:4][c:5]([NH:9][C:10](=[O:11])[NH:38][c:36]2[cH:35][cH:34][c:32]3[c:31]([s:30][c:29]([NH:28][c:19]4[c:18]5[cH:17][c:16]([O:15][CH3:14])[c:25]([O:26][CH3:27])[cH:24][c:23]5[n:22][cH:21][n:20]4)[n:33]3)[cH:37]2)[cH:6][cH:7][cH:8]1)([F:12])[F:13].